This data is from the Open Reaction Database (ORD), a public repository of structured organic reaction records. The task is: describe an organic reaction: reactants, conditions, products, and yield Product: C1=CC=C(C=C1)NC2=CC=C(C=C2)N (p-aminodiphenylamine). Yield: 95.0%. Procedure: In this example the sodium salt of p-nitrosodiphenylamine was hydrogenated in a continuous manner over a fixed bed of catalyst. Diphenylamine (338 g, 2 mols) was converted to the sodium salt of p-nitrosodiphenylamine as in Example 2. A solution of approximately equal weights of toluene and 1-butanol was added to dilute the solution of the sodium salt to a concentration of about 13.5 wt. %, and enough water was added to dissolve all the inorganic salts present in the aqueous phase. The two phases... As a reaction SMILES: [Na].[CH:2]1[CH:7]=[CH:6][C:5]([NH:8][C:9]2[CH:14]=[CH:13][C:12]([N:15]=O)=[CH:11][CH:10]=2)=[CH:4][CH:3]=1.C1(NC2C=CC=CC=2)C=CC=CC=1.C1(C)C=CC=CC=1>O.C(O)CCC>[CH:2]1[CH:3]=[CH:4][C:5]([NH:8][C:9]2[CH:14]=[CH:13][C:12]([NH2:15])=[CH:11][CH:10]=2)=[CH:6][CH:7]=1 |^1:0|. Run in O (water), C(CCC)O (1-butanol). Reactants: [Na] (sodium), [Na] (sodium), [Na] (sodium), C1=CC=C(C=C1)NC2=CC=C(C=C2)N=O (p-nitrosodiphenylamine), C1=CC=C(C=C1)NC2=CC=C(C=C2)N=O (p-nitrosodiphenylamine), C1(=CC=CC=C1)NC1=CC=CC=C1 (Diphenylamine), C1(=CC=CC=C1)C (toluene). Starting materials: C(C)(C)(C)OC(=O)N1CCC2=C(N(N=C2CC1)C1CCCC1)OS(=O)(=O)C(F)(F)F (2-cyclopentyl-3-trifluoromethanesulfonyloxy-4,5,7,8-tetrahydro-2H-1,2,6-triaza-azulene-6-carboxylic acid tert-butyl ester), O1C=C(C=C1)B(O)O (3-furanboronic acid). Product: C1(CCCC1)N1N=C2CCNCCC2=C1C1=COC=C1 (2-Cyclopentyl-3-furan-3-yl-2,4,5,6,7,8-hexahydro-1,2,6-triaza-azulene). Yield: 83.6%. RXN SMILES: C(OC([N:8]1[CH2:17][CH2:16][C:15]2[C:11](=[C:12](OS(C(F)(F)F)(=O)=O)[N:13]([CH:18]3[CH2:22][CH2:21][CH2:20][CH2:19]3)[N:14]=2)[CH2:10][CH2:9]1)=O)(C)(C)C.[O:31]1[CH:35]=[CH:34][C:33](B(O)O)=[CH:32]1>>[CH:18]1([N:13]2[C:12]([C:33]3[CH:34]=[CH:35][O:31][CH:32]=3)=[C:11]3[C:15]([CH2:16][CH2:17][NH:8][CH2:9][CH2:10]3)=[N:14]2)[CH2:19][CH2:20][CH2:21][CH2:22]1. Procedure details: The title compound (101 mg) was prepared according to Example 180 using 202 mg of 2-cyclopentyl-3-trifluoromethanesulfonyloxy-4,5,7,8-tetrahydro-2H-1,2,6-triaza-azulene-6-carboxylic acid tert-butyl ester (Example 180, Step A) and 149 mg of 3-furanboronic acid. MS (ESI): exact mass calculated for C16H21N3O, 271.17. found, m/z 272.5 [M+H]+. 1H NMR (500 MHz, CD3OD): 7.73-7.72 (m, 2H), 6.57-6.56 (m, 1H), 4.64 (m, 1H), 3.40-3.38 (m, 2H), 3.16-3.14 (m, 2H), 2.86-2.84 (m, 2H), 2.03-1.91 (m, 6H), 1.66-1... The reactants are ClCCl, CCCC1OC1CO, ClC(Cl)(Cl)Cl, O. The product is CCCC1OC1C(=O)O. Reaction SMILES: [CH2:14]([Cl:15])[Cl:16].[CH2:6]([CH2:7][CH3:8])[CH:9]1[CH:10]([CH2:12][OH:13])[O:11]1.[Cl:1][C:2]([Cl:3])([Cl:4])[Cl:5].[OH2:17]>>[CH2:6]([CH2:7][CH3:8])[CH:9]1[CH:10]([C:12](=[O:13])[OH:17])[O:11]1. The reactants are Cc1[nH]c(C=O)c(C)c1CCC(=O)O, C1CCNCC1, CCO, CC(C)c1ccc(OCCc2cccc3c2CC(=O)N3)cc1. The product is Cc1[nH]c(C=C2C(=O)Nc3cccc(CCOc4ccc(C(C)C)cc4)c32)c(C)c1CCC(=O)O. RXN SMILES: [C:23](=[O:24])([OH:25])[CH2:26][CH2:27][c:28]1[c:29]([CH3:36])[c:30]([CH:34]=[O:35])[nH:31][c:32]1[CH3:33].[CH2:37]1[CH2:38][CH2:39][NH:40][CH2:41][CH2:42]1.[CH3:43][CH2:44][OH:45].[CH:1]([CH3:2])([CH3:3])[c:4]1[cH:5][cH:6][c:7]([O:8][CH2:9][CH2:10][c:11]2[c:12]3[c:16]([cH:17][cH:18][cH:19]2)[NH:15][C:14](=[O:20])[CH2:13]3)[cH:21][cH:22]1>>[CH:1]([CH3:2])([CH3:3])[c:4]1[cH:5][cH:6][c:7]([O:8][CH2:9][CH2:10][c:11]2[c:12]3[c:16]([cH:17][cH:18][cH:19]2)[NH:15][C:14](=[O:20])[C:13]3=[CH:34][c:30]2[c:29]([CH3:36])[c:28]([CH2:27][CH2:26][C:23](=[O:24])[OH:25])[c:32]([CH3:33])[nH:31]2)[cH:21][cH:22]1. Reactants: COC(=O)C1(Br)CCC1, O=Cc1cc(Cl)ccc1O, [K+], [K+], O=C([O-])[O-], CN(C)C=O. The product is COC(=O)C1(Oc2ccc(Cl)cc2C=O)CCC1. As a reaction SMILES: [CH3:17][O:18][C:19](=[O:20])[C:21]1([Br:25])[CH2:22][CH2:23][CH2:24]1.[Cl:1][c:2]1[cH:3][cH:4][c:5]([OH:10])[c:6]([CH:7]=[O:8])[cH:9]1.[K+:11].[K+:12].[O-:13][C:14]([O-:15])=[O:16].[O:26]=[CH:27][N:28]([CH3:29])[CH3:30]>>[Cl:1][c:2]1[cH:3][cH:4][c:5]([O:10][C:21]2([C:19]([O:18][CH3:17])=[O:20])[CH2:22][CH2:23][CH2:24]2)[c:6]([CH:7]=[O:8])[cH:9]1.